From a dataset of the Open Reaction Database (ORD), a public repository of structured organic reaction records. describe an organic reaction: reactants, conditions, products, and yield Starting materials: CCOC(C)=O, CO, Clc1cc(N2CCc3ccccc3C2)nc2ccccc12, NCCO, O. The product is Cl, OCCNc1cc(N2CCc3ccccc3C2)nc2ccccc12. As a reaction SMILES: [CH3:27][CH2:28][O:29][C:30](=[O:31])[CH3:32].[CH3:33][OH:34].[Cl:1][c:2]1[cH:3][c:4]([N:12]2[CH2:13][c:14]3[cH:15][cH:16][cH:17][cH:18][c:19]3[CH2:20][CH2:21]2)[n:5][c:6]2[cH:7][cH:8][cH:9][cH:10][c:11]12.[NH2:22][CH2:23][CH2:24][OH:25].[OH2:26]>>[ClH:1].[c:2]1([NH:22][CH2:23][CH2:24][OH:25])[cH:3][c:4]([N:12]2[CH2:13][c:14]3[cH:15][cH:16][cH:17][cH:18][c:19]3[CH2:20][CH2:21]2)[n:5][c:6]2[cH:7][cH:8][cH:9][cH:10][c:11]12. The reactants are ClC=1C=C(C(=O)OO)C=CC1 (3-Chloroperoxybenzoic acid), CN(C(=O)N1C(=NC(=C(C1C1=CC(=CC=C1)[N+](=O)[O-])C(=O)OC(C)C)C)SCC1=CC=C(C=C1)OC)C ((-)-3,4-dihydro-3-[(dimethylamino)carbonyl]-2-[[(4-methoxyphenyl)methyl]thio]-6-methyl-4-(3-nitrophenyl)-5-pyrimidinecarboxylic acid, 1-methylethyl ester). Run in ClCCl (dichloromethane), C(C)(=O)OCC (ethyl acetate). Reaction conditions: time 8 hour. Yields the product CN(C(=O)N1C(NC(=C(C1C1=CC(=CC=C1)[N+](=O)[O-])C(=O)OC(C)C)C)=O)C ((-)-3-[(Dimethylamino)carbonyl]-1,2,3,4-tetrahydro-6-methyl-4-(3-nitrophenyl)-2-oxo-5-pyrimidinecarboxylic acid, 1-methylethyl ester). RXN SMILES: ClC1C=C(C=CC=1)C(OO)=[O:6].[CH3:12][N:13]([CH3:48])[C:14]([N:16]1[CH:21]([C:22]2[CH:27]=[CH:26][CH:25]=[C:24]([N+:28]([O-:30])=[O:29])[CH:23]=2)[C:20]([C:31]([O:33][CH:34]([CH3:36])[CH3:35])=[O:32])=[C:19]([CH3:37])[N:18]=[C:17]1SCC1C=CC(OC)=CC=1)=[O:15]>ClCCl.C(OCC)(=O)C>[CH3:48][N:13]([CH3:12])[C:14]([N:16]1[CH:21]([C:22]2[CH:27]=[CH:26][CH:25]=[C:24]([N+:28]([O-:30])=[O:29])[CH:23]=2)[C:20]([C:31]([O:33][CH:34]([CH3:36])[CH3:35])=[O:32])=[C:19]([CH3:37])[NH:18][C:17]1=[O:6])=[O:15]. Reported procedure: 3-Chloroperoxybenzoic acid (3 eq, 2.0 mmol, 349 mg) was added to a solution of (-)-3,4-dihydro-3-[(dimethylamino)carbonyl]-2-[[(4-methoxyphenyl)methyl]thio]-6-methyl-4-(3-nitrophenyl)-5-pyrimidinecarboxylic acid, 1-methylethyl ester in dry dichloromethane (6.7 ml) at 0° C. under a nitrogen atmosphere. The reaction was stirred overnight at room temperature, and a precipitate formed. The mixture was diluted with ethyl acetate (15 ml) and washed with 1N hydrochloric acid (twice), 1N sodium hydroxid...